This data is from the Open Reaction Database (ORD), a public repository of structured organic reaction records. The task is: describe an organic reaction: reactants, conditions, products, and yield RXN SMILES: [Si:1](Cl)([C:14]([CH3:17])([CH3:16])[CH3:15])([C:8]1[CH:13]=[CH:12][CH:11]=[CH:10][CH:9]=1)[C:2]1[CH:7]=[CH:6][CH:5]=[CH:4][CH:3]=1.[CH3:19][C:20]1[C:27]([N+:28]([O-:30])=[O:29])=[CH:26][CH:25]=[C:24]([CH3:31])[C:21]=1[CH2:22][OH:23].N1C=CN=C1.O>CN(C)C=O>[Si:1]([O:23][CH2:22][C:21]1[C:24]([CH3:31])=[CH:25][CH:26]=[C:27]([N+:28]([O-:30])=[O:29])[C:20]=1[CH3:19])([C:14]([CH3:17])([CH3:16])[CH3:15])([C:8]1[CH:13]=[CH:12][CH:11]=[CH:10][CH:9]=1)[C:2]1[CH:7]=[CH:6][CH:5]=[CH:4][CH:3]=1. The reactants are [Si](C1=CC=CC=C1)(C1=CC=CC=C1)(C(C)(C)C)Cl (tert-butyldiphenylsilyl chloride), CC1=C(CO)C(=CC=C1[N+](=O)[O-])C (2,6-dimethyl-3-nitrobenzyl alcohol), N1C=NC=C1 (imidazole), O (Water). Run at time 3 hour. Isolated yield 109.5%. Procedure details: To a solution of tert-butyldiphenylsilyl chloride (30.7 g) in N,N-dimethylformamide (90 ml) were added 2,6-dimethyl-3-nitrobenzyl alcohol (18.4 g) and imidazole (8.99 g) under ice-cooling, and the mixture was stirred for 15 minutes at the same temperature and for 3 hours at ambient temperature. Water was added thereto, and the mixture was extracted with ethyl acetate. The extract was washed with water and brine, dried over magnesium sulfate and evaporated in vacuo to give 1-(tert-butyldiphenylsi... Yields the product [Si](C1=CC=CC=C1)(C1=CC=CC=C1)(C(C)(C)C)OCC1=C(C(=CC=C1C)[N+](=O)[O-])C (1-(tert-butyldiphenylsilyloxymethyl)-2,6-dimethyl-3-nitrobenzene). Run in CN(C=O)C (N,N-dimethylformamide). Starting materials: C(C1=CC=CC=C1)NC1CC2=C(CCC1)C=CC(=C2)OC (N-benzyl-(3-methoxy-6,7,8,9-tetrahydro-5H-benzocyclohepten-6-yl)amine), [H][H] (hydrogen). The reagents and catalysts are [Pd] (palladium on activated carbon). The solvent is CO (methanol). Product: COC1=CC2=C(CCCC(C2)N)C=C1 (3-methoxy-(6,7,8,9-tetrahydro-5H-benzocyclohepten-6-yl)amine). Yield: 105.9%. As a reaction SMILES: C([NH:8][CH:9]1[CH2:15][CH2:14][CH2:13][C:12]2[CH:16]=[CH:17][C:18]([O:20][CH3:21])=[CH:19][C:11]=2[CH2:10]1)C1C=CC=CC=1.[H][H]>[Pd].CO>[CH3:21][O:20][C:18]1[CH:17]=[CH:16][C:12]2[CH2:13][CH2:14][CH2:15][CH:9]([NH2:8])[CH2:10][C:11]=2[CH:19]=1. Procedure details: A mixture of N-benzyl-(3-methoxy-6,7,8,9-tetrahydro-5H-benzocyclohepten-6-yl)amine (1.0 g) and 10% palladium on activated carbon (50% wet, 300 mg) in methanol (10 ml) was stirred at room temperature in the presence of hydrogen at an atmospheric pressure for 5.5 hours. After filtration, the filtrate was evaporated in vacuo to give 3-methoxy-(6,7,8,9-tetrahydro-5H-benzocyclohepten-6-yl)amine (720 mg). Conditions: temperature 110 celsius, time 1 hour. Yields the product C(CCCCC)[SiH](Cl)Cl (n-hexyldichlorosilane). Procedure details: Zero point eight nine mol of 1-hexene and 0.1 mol % (relative to dichlorosilane) of catalyst NiCl2 (PPh3)2 were introduced into a 500 ml pressure-proof stainless reactor and after closing said reactor, was cooled in a dry ice-methanol bath. After introducing 0.64 mol of dichlorosilane through an introducing pipe, the reactor was sealed and reaction was carried out with stirring in an oil bath at 110° C. for one hour to produce n-hexyldichlorosilane (n-C6H13SiHCl2). After reaction, n-C6H13SiHCl2 ... As a reaction SMILES: [CH2:1]=[CH:2][CH2:3][CH2:4][CH2:5][CH3:6].[Cl:7][SiH2:8][Cl:9]>>[CH2:1]([SiH:8]([Cl:9])[Cl:7])[CH2:2][CH2:3][CH2:4][CH2:5][CH3:6]. Starting materials: eight, C=CCCCC (1-hexene), Cl[SiH2]Cl (dichlorosilane), NiCl2 (PPh3)2, Cl[SiH2]Cl (dichlorosilane). Procedure: 2-[(3aR,4R,6R,6aR)-6-(6-Chloro-purin-9-yl)-2,2-dimethyltetrahydrofuro[3,4-d][1,3]dioxol-4-yl]-ethanesulfonamide (45.0 mg, 0.000111 mol), (S)-(+)-1-aminoindane (20.0 μL, 0.000156 mol) and N,N-diisopropylethylamine (24.0 μL, 0.000138 mol) were dissolved in ethanol (1.25 mL, 0.0214 mol) and reacted in a microwave at 140° C. for 10 minutes. The mixture was then concentrated in vacuo and used crude in the next step. The product is C1(CCC2=CC=CC=C12)NC1=C2N=CN(C2=NC=N1)[C@@H]1O[C@@H]([C@@H]2[C@H]1OC(O2)(C)C)CCS(=O)(=O)N (2-[(3aR,4R,6R,6aR)-6-(6-(Indan-1-ylamino)-purin-9-yl)-2,2-dimethyltetrahydro-furo[3,4-d][1,3]dioxol-4-yl]-ethanesulfonamide). The reactants are ClC1=C2N=CN(C2=NC=N1)[C@@H]1O[C@@H]([C@@H]2[C@H]1OC(O2)(C)C)CCS(=O)(=O)N (2-[(3aR,4R,6R,6aR)-6-(6-Chloro-purin-9-yl)-2,2-dimethyltetrahydrofuro[3,4-d][1,3]dioxol-4-yl]-ethanesulfonamide), N[C@H]1CCC2=CC=CC=C12 ((S)-(+)-1-aminoindane), C(C)(C)N(C(C)C)CC (N,N-diisopropylethylamine), C(C)O (ethanol). RXN SMILES: Cl[C:2]1[N:10]=[CH:9][N:8]=[C:7]2[C:3]=1[N:4]=[CH:5][N:6]2[C@H:11]1[C@@H:15]2[O:16][C:17]([CH3:20])([CH3:19])[O:18][C@@H:14]2[C@@H:13]([CH2:21][CH2:22][S:23]([NH2:26])(=[O:25])=[O:24])[O:12]1.[NH2:27][C@@H:28]1[C:36]2[C:31](=[CH:32][CH:33]=[CH:34][CH:35]=2)[CH2:30][CH2:29]1.C(N(CC)C(C)C)(C)C.C(O)C>>[CH:28]1([NH:27][C:2]2[N:10]=[CH:9][N:8]=[C:7]3[C:3]=2[N:4]=[CH:5][N:6]3[C@H:11]2[C@@H:15]3[O:16][C:17]([CH3:20])([CH3:19])[O:18][C@@H:14]3[C@@H:13]([CH2:21][CH2:22][S:23]([NH2:26])(=[O:25])=[O:24])[O:12]2)[C:36]2[C:31](=[CH:32][CH:33]=[CH:34][CH:35]=2)[CH2:30][CH2:29]1. Reactants: [OH-].[Li+] (Lithium hydroxide), Cl (hydrochloric acid), C1(CCCCC1)C(OC1=CC=C(C(=O)OC)C=C1)C=1OC(=CC1C)C1=CC=C(C=C1)C(F)(F)F (methyl 4-(cyclohexyl{3-methyl-5-[4-(trifluoromethyl)phenyl]furan-2-yl}methoxy)benzoate), O (water). Run in CO (methanol), O1CCCC1 (tetrahydrofuran). Reaction conditions: temperature 60 celsius, time 2 hour. Product: C1(CCCCC1)C(OC1=CC=C(C(=O)O)C=C1)C=1OC(=CC1C)C1=CC=C(C=C1)C(F)(F)F (4-(cyclohexyl{3-methyl-5-[4-(trifluoromethyl)phenyl]furan-2-yl}methoxy)benzoic acid). Isolated yield 39.0%. As a reaction SMILES: [CH:1]1([CH:7]([C:19]2[O:20][C:21]([C:25]3[CH:30]=[CH:29][C:28]([C:31]([F:34])([F:33])[F:32])=[CH:27][CH:26]=3)=[CH:22][C:23]=2[CH3:24])[O:8][C:9]2[CH:18]=[CH:17][C:12]([C:13]([O:15]C)=[O:14])=[CH:11][CH:10]=2)[CH2:6][CH2:5][CH2:4][CH2:3][CH2:2]1.[OH-].[Li+].O.Cl>CO.O1CCCC1>[CH:1]1([CH:7]([C:19]2[O:20][C:21]([C:25]3[CH:30]=[CH:29][C:28]([C:31]([F:34])([F:32])[F:33])=[CH:27][CH:26]=3)=[CH:22][C:23]=2[CH3:24])[O:8][C:9]2[CH:10]=[CH:11][C:12]([C:13]([OH:15])=[O:14])=[CH:17][CH:18]=2)[CH2:6][CH2:5][CH2:4][CH2:3][CH2:2]1 |f:1.2|. Reported procedure: To a solution of cyclohexyl{3-methyl-5-[4-(trifluoromethyl)phenyl]furan-2-yl}methanol (271 mg) obtained by the above-mentioned reaction and methyl 4-hydroxybenzoate (146 mg) in tetrahydrofuran (20 mL) were added tributylphosphine (0.4 mL) and 1,1′-(azodicarbonyl)dipiperidine (404 mg), and the mixture was stirred at room temperature overnight. The solvent was evaporated under reduced pressure, and the residue was purified by silica gel column (0% ethyl acetate/hexane to 15% ethyl acetate/hexane) ... Reactants: O=C([O-])[O-], CCOC(=O)c1cc2c(Cl)c(OC)c(OC)cc2s1, CO, Cl, [K+], [K+], O. Yields the product COc1cc2sc(C(=O)O)cc2c(Cl)c1OC. Reaction SMILES: [C:21](=[O:22])([O-:23])[O-:24].[CH2:1]([CH3:2])[O:3][C:4](=[O:5])[c:6]1[cH:7][c:8]2[c:9]([s:10]1)[cH:11][c:12]([O:18][CH3:19])[c:13]([O:16][CH3:17])[c:14]2[Cl:15].[CH3:28][OH:29].[ClH:27].[K+:25].[K+:26].[OH2:20]>>[O:3]=[C:4]([OH:5])[c:6]1[cH:7][c:8]2[c:9]([s:10]1)[cH:11][c:12]([O:18][CH3:19])[c:13]([O:16][CH3:17])[c:14]2[Cl:15]. Reactants: CCOCCSC(SC(C)=O)=C(C(=O)OCc1ccc([N+](=O)[O-])cc1)N1C(=O)CC1S(=O)CC, ClCCl, O=C(Cl)C(=O)Cl. Product: CCOCCSC(SC(C)=O)=C(C(=O)OCc1ccc([N+](=O)[O-])cc1)N1C(=O)CC1Cl. As a reaction SMILES: [CH2:1]([S:2](=[O:3])[CH:5]1[CH2:6][C:7](=[O:34])[N:8]1[C:9]([C:10](=[O:11])[O:12][CH2:13][c:14]1[cH:15][cH:16][c:17]([N+:20](=[O:21])[O-:22])[cH:18][cH:19]1)=[C:23]([S:24][CH2:25][CH2:26][O:27][CH2:28][CH3:29])[S:30][C:31]([CH3:32])=[O:33])[CH3:4].[CH2:41]([Cl:42])[Cl:43].[Cl:35][C:36]([C:37]([Cl:38])=[O:39])=[O:40]>>[CH:5]1([Cl:35])[CH2:6][C:7](=[O:34])[N:8]1[C:9]([C:10](=[O:11])[O:12][CH2:13][c:14]1[cH:15][cH:16][c:17]([N+:20](=[O:21])[O-:22])[cH:18][cH:19]1)=[C:23]([S:24][CH2:25][CH2:26][O:27][CH2:28][CH3:29])[S:30][C:31]([CH3:32])=[O:33]. Reactants: [BH4-].[Li+] (lithium borohydride), COC(C(CC(=O)OC)O)=O (hydroxy butane dioic acid dimethyl ester). Yields the product COC(CC(CO)O)=O (3,4-dihydroxybutyric acid -1-methyl ester). As a reaction SMILES: [BH4-].[Li+].C[O:4][C:5](=O)[CH:6]([OH:12])[CH2:7][C:8]([O:10][CH3:11])=[O:9]>>[CH3:11][O:10][C:8](=[O:9])[CH2:7][CH:6]([OH:12])[CH2:5][OH:4] |f:0.1|. Procedure: The process of claim 18 wherein about one equivalent of the lithium borohydride is reacted with the hydroxy butane dioic acid dimethyl ester to produce the 3,4-dihydroxybutyric acid -1-methyl ester. Reactants: IC1=C(C=C(C(=C1)I)I)I (1,2,4,5-tetraiodobenzene), C(CCC#C)O (4-pentyn-1-ol), O (water). Reagents/catalysts: Cl[Pd]([P](C1=CC=CC=C1)(C2=CC=CC=C2)C3=CC=CC=C3)([P](C4=CC=CC=C4)(C5=CC=CC=C5)C6=CC=CC=C6)Cl (Pd(PPh3)2Cl2), [Cu]I (CuI). Run in CN(C)C=O.CCN(CC)CC (DMF Et3N). Conditions: time 24 hour. Product: C1(=C(C=C(C(=C1)C#CCCCO)C#CCCCO)C#CCCCO)C#CCCCO (5,5′,5″,5′″-(1,2,4,5-benzentetrayl)-tetrakis(4-pentyn-ol)). Reaction SMILES: I[C:2]1[CH:7]=[C:6](I)[C:5](I)=[CH:4][C:3]=1I.[CH2:11]([OH:16])[CH2:12][CH2:13][C:14]#[CH:15].[OH2:17]>CN(C=O)C.CCN(CC)CC.Cl[Pd](Cl)([P](C1C=CC=CC=1)(C1C=CC=CC=1)C1C=CC=CC=1)[P](C1C=CC=CC=1)(C1C=CC=CC=1)C1C=CC=CC=1.[Cu]I>[C:2]1([C:15]#[C:14][CH2:13][CH2:12][CH2:11][OH:16])[CH:7]=[C:6]([C:15]#[C:14][CH2:13][CH2:12][CH2:11][OH:16])[C:5]([C:7]#[C:2][CH2:3][CH2:4][CH2:5][OH:17])=[CH:4][C:3]=1[C:15]#[C:14][CH2:13][CH2:12][CH2:11][OH:16] |f:3.4,^1:32,51|. Procedure: To a degassed solution of 1,2,4,5-tetraiodobenzene (5.81 g, 0.01 mol) in DMF-Et3N (100 mL, 1:1) were added Pd(PPh3)2Cl2 (350 mg. 0.5 mmol), CuI (200 mg, 1.2 mmol), and 4-pentyn-1-ol (4.2 g, 0.05 mol) was added drop-wise. The mixture was stirred under N2 at room temperature for 24 h. The solution was poured into water (400 mL). The mixture was extracted with CH2Cl2 (3×200 mL). The combined organic phases were washed with 5% HCl and brine, dried over Na2SO4, and concentrated under vacuum. The resi... Starting materials: NC1=C(C=CC=C1)C1(C(CC1)C1CC1)O (1-(2-aminophenyl)-2-cyclopropylcyclobutanol), S(O)(O)(=O)=O (sulphuric acid). The reagents and catalysts are [Pd] (Pd on charcoal). Run in C(C)O (ethanol). Reaction conditions: time 1 hour. Product: C1(CC1)C1C(CC1)C1=C(C=CC=C1)N (2-(2-cyclopropylcyclobutyl)phenylamine). Reaction SMILES: [NH2:1][C:2]1[CH:7]=[CH:6][CH:5]=[CH:4][C:3]=1[C:8]1(O)[CH2:11][CH2:10][CH:9]1[CH:12]1[CH2:14][CH2:13]1.S(=O)(=O)(O)O>C(O)C.[Pd]>[CH:12]1([CH:9]2[CH2:10][CH2:11][CH:8]2[C:3]2[CH:4]=[CH:5][CH:6]=[CH:7][C:2]=2[NH2:1])[CH2:13][CH2:14]1. Reported procedure: 2.3 g (0.0113 mol) 1-(2-Aminophenyl)-2-cyclopropylcyclobutanol (prepared as described in Example 4) was dissolved in 40 ml of ethanol, 3.25 g sulphuric acid (96%) was added and after the addition of 500 mg of 10% Pd on charcoal, the mixture was hydrogenated for 1 hour at room temperature. After removal of the catalyst, ethanol was distilled off in a water jet vacuum and the residue purified by flash chromatography over silica gel (eluant: hexane/ethyl acetate 4:1). Yield: 1.88 g (89% of theory) ...